From a dataset of the Open Reaction Database (ORD), a public repository of structured organic reaction records. describe an organic reaction: reactants, conditions, products, and yield The reactants are amine, C(CCC)[Li] (n-butyllithium), SO2, C(C)(C)(C)OC(NC1=NON=C1C=1N(C2=C(C=NC=C2S(=O)(=O)N2C[C@H](CC2)NC(=O)OC(C)(C)C)N1)CC)=O ({4-[7-((S)-3-tert-Butoxycarbonylamino-pyrrolidine-1-sulfonyl)-1-ethyl-1H-imidazo[4,5-c]pyridin-2-yl]-furazan-3-yl)-carbamic acid tert-butyl ester), C(C)(C)(C)OC(NC1=NON=C1C=1N(C2=C(C=NC=C2Br)N1)CC)=O ([4-(7-Bromo-1-ethyl-1H-imidazo[4,5-c]pyridin-2-yl)-furazan-3-yl]-carbamic acid tert-butyl ester), [H-].[Na+] (NaH). Run in N1=CC=CC=C1 (pyridine), O1CCCC1 (tetrahydrofuran). Run at temperature -78 celsius, time 10 minute. Product: N[C@@H]1CN(CC1)S(=O)(=O)C=1C2=C(C=NC1)N=C(N2CC)C=2C(=NON2)N (4-[7-((S)-3-Amino-pyrrolidine-1-sulfonyl)-1-ethyl-1H-imidazo[4,5-c]pyridin-2-yl]-furazan-3-ylamine). Reaction SMILES: C(OC(=O)[NH:7][C:8]1[C:12]([C:13]2[N:14]([CH2:38][CH3:39])[C:15]3[C:20]([S:21]([N:24]4[CH2:28][CH2:27][C@H:26]([NH:29]C(OC(C)(C)C)=O)[CH2:25]4)(=[O:23])=[O:22])=[CH:19][N:18]=[CH:17][C:16]=3[N:37]=2)=[N:11][O:10][N:9]=1)(C)(C)C.C(OC(=O)NC1C(C2N(CC)C3C(Br)=CN=CC=3N=2)=NON=1)(C)(C)C.[H-].[Na+].C([Li])CCC>O1CCCC1.N1C=CC=CC=1>[NH2:29][C@H:26]1[CH2:27][CH2:28][N:24]([S:21]([C:20]2[C:15]3[N:14]([CH2:38][CH3:39])[C:13]([C:12]4[C:8]([NH2:7])=[N:9][O:10][N:11]=4)=[N:37][C:16]=3[CH:17]=[N:18][CH:19]=2)(=[O:22])=[O:23])[CH2:25]1 |f:2.3|. Reported procedure: {4-[7-((S)-3-tert-Butoxycarbonylamino-pyrrolidine-1-sulfonyl)-1-ethyl-1H-imidazo[4,5-c]pyridin-2-yl]-furazan-3-yl)-carbamic acid tert-butyl ester A solution of the product from Example 279 (0.150 g, 0.367 mmol) in tetrahydrofuran (2 ml) at ambient temperature was treated with NaH (60%) under Argon. After 10 minutes, the mixture was cooled to −78° C., and was treated with n-butyllithium. After 10 minutes, the mixture was treated with a SO2 solution (2 mL), formed from bubbling SO2 gas into THF (2... Starting materials: CN(C)C=O, CN1CCCC1, CCO, Cl, Cl, NC1CNC1, Nc1nc(-n2cc(C(=O)O)c(=O)c3cc(F)c(F)c(F)c32)c(F)cc1F. The product is Nc1nc(-n2cc(C(=O)O)c(=O)c3cc(F)c(N4CC(N)C4)c(F)c32)c(F)cc1F. RXN SMILES: [CH3:1][N:2]([CH3:3])[CH:4]=[O:5].[CH3:39][N:40]1[CH2:41][CH2:42][CH2:43][CH2:44]1.[CH3:45][CH2:46][OH:47].[ClH:32].[ClH:33].[NH2:34][CH:35]1[CH2:36][NH:37][CH2:38]1.[NH2:6][c:7]1[c:8]([F:31])[cH:9][c:10]([F:30])[c:11](-[n:13]2[cH:14][c:15]([C:27](=[O:28])[OH:29])[c:16](=[O:26])[c:17]3[cH:18][c:19]([F:25])[c:20]([F:24])[c:21]([F:23])[c:22]23)[n:12]1>>[NH2:6][c:7]1[c:8]([F:31])[cH:9][c:10]([F:30])[c:11](-[n:13]2[cH:14][c:15]([C:27](=[O:28])[OH:29])[c:16](=[O:26])[c:17]3[cH:18][c:19]([F:25])[c:20]([N:37]4[CH2:36][CH:35]([NH2:34])[CH2:38]4)[c:21]([F:23])[c:22]23)[n:12]1. Reactants: N1CCCCC1 (Piperidine), COC(=O)C=1C=C(C2=C(S(CC3=C(O2)C(=CC(=C3)NC(CCl)=O)Cl)(=O)=O)C1)C (4-Chloro-2-(2-chloro-acetylamino)-6-methyl-10,10-dioxo-10,11-dihydro-5-oxa-10lambda*6*-thia-dibenzo[a,d]cycloheptene-8-carboxylic acid methyl ester). The solvent is CN(C)C=O (DMF). Conditions: temperature 110 celsius, time 5 hour. Product: COC(=O)C=1C=C(C2=C(S(CC3=C(O2)C(=CC(=C3)NC(CN3CCCCC3)=O)Cl)(=O)=O)C1)C (4-Chloro-6-methyl-10,10-dioxo-2-(2-piperidin-1-yl-acetylamino)-10,11-dihydro-5-oxa-10lambda*6*-thia-dibenzo[a,d]cycloheptene-8-carboxylic acid methyl ester). RXN SMILES: [NH:1]1[CH2:6][CH2:5][CH2:4][CH2:3][CH2:2]1.[CH3:7][O:8][C:9]([C:11]1[CH:12]=[C:13]([CH3:34])[C:14]2[O:20][C:19]3[C:21]([Cl:30])=[CH:22][C:23]([NH:25][C:26](=[O:29])[CH2:27]Cl)=[CH:24][C:18]=3[CH2:17][S:16](=[O:32])(=[O:31])[C:15]=2[CH:33]=1)=[O:10]>CN(C=O)C>[CH3:7][O:8][C:9]([C:11]1[CH:12]=[C:13]([CH3:34])[C:14]2[O:20][C:19]3[C:21]([Cl:30])=[CH:22][C:23]([NH:25][C:26](=[O:29])[CH2:27][N:1]4[CH2:6][CH2:5][CH2:4][CH2:3][CH2:2]4)=[CH:24][C:18]=3[CH2:17][S:16](=[O:32])(=[O:31])[C:15]=2[CH:33]=1)=[O:10]. Procedure: Piperidine (0.2 mL, 1.80 mmol) was added to a solution of Example 133 (0.4 g, 0.90 mmol) in dry DMF (10 mL). The reaction mixture was stirred at 110° C. for 5 h, concentrated, treated with water and the solid that precipitated was filtered, washed with water and purified using flash chromatography (silica gel, methanol/chloroform) to obtain the title compound as a white solid. Yield: 0.250 g, (56.30%); 1H NMR (CDCl3): δ 1.65-1.70 (m, 6H, piperidinyl), 2.45-2.50 (m, 4H, piperidinyl), 2.70 (s, 3H,... Reactants: C(C)(C)(C)C1=C(C=C(C=C1)N)OCC1CCN(CC1)C (4-tert-butyl-3-(1-methyl-piperidin-4-ylmethoxy)-phenylamine), C(=O)(OC(C)(C)C)N1CCC(CC1)OC1=CC(=CC(=C1)C(F)(F)F)NC(=O)C=1C(=NC=CC1)Cl (1-Boc-4-{3-[(2-chloro-pyridine-3-carbonyl)-amino]-5-trifluoromethyl-phenoxy}-piperidine). Yields the product C(C)(C)(C)C1=C(C=C(C=C1)NC(C1=C(N=CC=C1)Cl)=O)OCC1CCN(CC1)C (N-[4-tert-Butyl-3-(1-methyl-piperidin-4-ylmethoxy)-phenyl]-2-chloro-nicotinamide). As a reaction SMILES: [C:1]([C:5]1[CH:10]=[CH:9][C:8]([NH2:11])=[CH:7][C:6]=1[O:12][CH2:13][CH:14]1[CH2:19][CH2:18][N:17]([CH3:20])[CH2:16][CH2:15]1)([CH3:4])([CH3:3])[CH3:2].C(N1CCC(OC2C=C(C(F)(F)F)C=C(N[C:46]([C:48]3[C:49]([Cl:54])=[N:50][CH:51]=[CH:52][CH:53]=3)=[O:47])C=2)CC1)(OC(C)(C)C)=O>>[C:1]([C:5]1[CH:10]=[CH:9][C:8]([NH:11][C:46](=[O:47])[C:48]2[CH:53]=[CH:52][CH:51]=[N:50][C:49]=2[Cl:54])=[CH:7][C:6]=1[O:12][CH2:13][CH:14]1[CH2:19][CH2:18][N:17]([CH3:20])[CH2:16][CH2:15]1)([CH3:4])([CH3:2])[CH3:3]. Procedure details: N-[4-tert-Butyl-3-(1-methyl-piperidin-4-ylmethoxy)-phenyl]-2-chloro-nicotinamide was prepared from 4-tert-butyl-3-(1-methyl-piperidin-4-ylmethoxy)-phenylamine by a procedure similar to that described in the preparation of 1-Boc-4-{3-[(2-chloro-pyridine-3-carbonyl)-amino]-5-trifluoromethyl-phenoxy}-piperidine. Starting materials: C1(=CC=CC=C1)C (toluene), FC(S(=O)(=O)OC1=CC(=CC=C1)C1=CC=2C3=CC=CC=C3C3=CC=CC=C3C2C=C1)(F)F (3-(triphenylen-2-yl)phenyl trifluoromethanesulfonate), COC=1C=C(C=CC1)B(O)O (3-methoxyphenylboronic acid), [O-]P(=O)([O-])[O-].[K+].[K+].[K+] (potassium phosphate tribasic). Reagents/catalysts: C=1C=CC(=CC1)/C=C/C(=O)/C=C/C2=CC=CC=C2.C=1C=CC(=CC1)/C=C/C(=O)/C=C/C2=CC=CC=C2.C=1C=CC(=CC1)/C=C/C(=O)/C=C/C2=CC=CC=C2.[Pd].[Pd] (tris(dibenzylideneacetone)dipalladium), C1(CCCCC1)P(C1=C(C=CC=C1)C1=C(C=CC=C1OC)OC)C1CCCCC1 (2-dicyclohexylphosphino-2′,6′-dimethoxybiphenyl). The solvent is O (water). The product is COC=1C=C(C=CC1)C1=CC(=CC=C1)C1=CC=2C3=CC=CC=C3C3=CC=CC=C3C2C=C1 (2-(3′-methoxybiphenyl-3-yl)triphenylene). The yield is 98.2%. RXN SMILES: FC(F)(F)S(O[C:7]1[CH:12]=[CH:11][CH:10]=[C:9]([C:13]2[CH:30]=[CH:29][C:28]3[C:27]4[C:22](=[CH:23][CH:24]=[CH:25][CH:26]=4)[C:21]4[C:16](=[CH:17][CH:18]=[CH:19][CH:20]=4)[C:15]=3[CH:14]=2)[CH:8]=1)(=O)=O.[CH3:33][O:34][C:35]1[CH:36]=[C:37](B(O)O)[CH:38]=[CH:39][CH:40]=1.[O-]P([O-])([O-])=O.[K+].[K+].[K+].C1(C)C=CC=CC=1>C1C=CC(/C=C/C(/C=C/C2C=CC=CC=2)=O)=CC=1.C1C=CC(/C=C/C(/C=C/C2C=CC=CC=2)=O)=CC=1.C1C=CC(/C=C/C(/C=C/C2C=CC=CC=2)=O)=CC=1.[Pd].[Pd].C1(P(C2CCCCC2)C2C=CC=CC=2C2C(OC)=CC=CC=2OC)CCCCC1.O>[CH3:33][O:34][C:35]1[CH:36]=[C:37]([C:11]2[CH:12]=[CH:7][CH:8]=[C:9]([C:13]3[CH:30]=[CH:29][C:28]4[C:27]5[C:22](=[CH:23][CH:24]=[CH:25][CH:26]=5)[C:21]5[C:16](=[CH:17][CH:18]=[CH:19][CH:20]=5)[C:15]=4[CH:14]=3)[CH:10]=2)[CH:38]=[CH:39][CH:40]=1 |f:2.3.4.5,7.8.9.10.11|. Procedure details: 12.9 g (28.5 mmol) 3-(triphenylen-2-yl)phenyl trifluoromethanesulfonate, 6.5 g (42.8 mmol) 3-methoxyphenylboronic acid, 0.47 g (1.1 mmol) 2-dicyclohexylphosphino-2′,6′-dimethoxybiphenyl (SPhos) and 18.2 g (85.5 mmol) potassium phosphate tribasic (K3PO4) were weighed in a round bottom flask. 150 mL toluene and 80 mL water were added to the flask as solvent. The solution was purged with nitrogen and 0.26 g (0.28 mmol) of tris(dibenzylideneacetone)dipalladium (0) [Pd2(dba)3] was added. The solution... Starting materials: C(C)[C@@H](C(=O)[O-])S(=O)(=NC(=O)C=1C=NC=C(C1)C#CC1=CC(=CC=C1)O)C1=CC=CC=C1 ((S)-Ethyl[N-({5-[(3-hydroxyphenyl)ethynyl]pyridin-3-yl}carbonyl)-S-phenylsulfonimidoyl]acetate), CNCCO (2-(methylamino)ethanol). Yields the product OCCN(C(C[S@@](=NC(C1=CN=CC(=C1)C#CC1=CC(=CC=C1)O)=O)(C1=CC=CC=C1)=O)=O)C ((S)-N-[{2-[(2-hydroxyethyl)(methyl)amino]-2-oxoethyl}(oxo)phenyl-λ6-sulfanylidene]-5-[(3-hydroxyphenyl)ethynyl]nicotinamide). Yield: 62.8%. RXN SMILES: C([C@H:3]([S:7]([C:27]1[CH:32]=[CH:31][CH:30]=[CH:29][CH:28]=1)(=[N:9][C:10]([C:12]1[CH:13]=[N:14][CH:15]=[C:16]([C:18]#[C:19][C:20]2[CH:25]=[CH:24][CH:23]=[C:22]([OH:26])[CH:21]=2)[CH:17]=1)=[O:11])=[O:8])[C:4]([O-:6])=O)C.[CH3:33][NH:34][CH2:35][CH2:36][OH:37]>>[OH:37][CH2:36][CH2:35][N:34]([CH3:33])[C:4](=[O:6])[CH2:3][S@:7](=[O:8])([C:27]1[CH:32]=[CH:31][CH:30]=[CH:29][CH:28]=1)=[N:9][C:10](=[O:11])[C:12]1[CH:17]=[C:16]([C:18]#[C:19][C:20]2[CH:25]=[CH:24][CH:23]=[C:22]([OH:26])[CH:21]=2)[CH:15]=[N:14][CH:13]=1. Procedure details: In a manner similar to that described for Example 471, (S)-Ethyl[N-({5-[(3-hydroxyphenyl)ethynyl]pyridin-3-yl}carbonyl)-S-phenylsulfonimidoyl]acetate (65 mg, 0.14 mmol) and 2-(methylamino)ethanol (0.1 mL, 1.2 mmol) were reacted to give the title as clear oil (42 mg, 61%). The reactants are COc1ccc(CSC2CC(CCC(=O)N(C)Cc3ccccc3)N(S(=O)(=O)c3ccc4ccccc4c3)C2)cc1, CC[SiH](CC)CC, O=C(O)C(F)(F)F. The product is CN(Cc1ccccc1)C(=O)CCC1CC(S)CN1S(=O)(=O)c1ccc2ccccc2c1. Reaction SMILES: [CH2:1]([c:2]1[cH:3][cH:4][cH:5][cH:6][cH:7]1)[N:8]([C:9]([CH2:10][CH2:11][CH:12]1[N:13]([S:27](=[O:28])(=[O:29])[c:30]2[cH:31][c:32]3[cH:33][cH:34][cH:35][cH:36][c:37]3[cH:38][cH:39]2)[CH2:14][CH:15]([S:17][CH2:18][c:19]2[cH:20][cH:21][c:22]([O:23][CH3:24])[cH:25][cH:26]2)[CH2:16]1)=[O:40])[CH3:41].[CH2:42]([SiH:43]([CH2:44][CH3:45])[CH2:46][CH3:47])[CH3:48].[F:49][C:50]([F:51])([F:52])[C:53]([OH:54])=[O:55]>>[CH2:1]([c:2]1[cH:3][cH:4][cH:5][cH:6][cH:7]1)[N:8]([C:9]([CH2:10][CH2:11][CH:12]1[N:13]([S:27](=[O:28])(=[O:29])[c:30]2[cH:31][c:32]3[cH:33][cH:34][cH:35][cH:36][c:37]3[cH:38][cH:39]2)[CH2:14][CH:15]([SH:17])[CH2:16]1)=[O:40])[CH3:41].